This data is from the Open Reaction Database (ORD), a public repository of structured organic reaction records. The task is: describe an organic reaction: reactants, conditions, products, and yield The reactants are C(#N)[C@H](CC1=CC=C(C=C1)C=1C=C2C(=NC1)C(N(C2)C)=O)NC(=O)C2(CCCCC2)NC(OC(C)(C)C)=O ((S)-tert-Butyl 1-(1-cyano-2-(4-(6-methyl-7-oxo-6,7-dihydro-5H-pyrrolo[3,4-b]pyridin-3-yl)phenyl)ethylcarbamoyl)cyclohexylcarbamate), C(=O)O (formic acid), C(C)#N (acetonitrile). The solvent is CO (methanol), O (water). Reaction conditions: temperature 50 celsius. Yields the product NC1(CCOCC1)C(=O)N[C@@H](CC1=CC=C(C=C1)C=1C=C2C(=NC1)C(N(C2)C)=O)C#N ((S)-4-Amino-N-(1-cyano-2-(4-(6-methyl-7-oxo-6,7-dihydro-5H-pyrrolo[3,4-b]pyridin-3-yl)phenyl)ethyl)tetrahydro-2H-pyran-4-carboxamide). As a reaction SMILES: [C:1]([C@@H:3]([NH:22][C:23]([C:25]1([NH:31]C(=O)OC(C)(C)C)CCC[CH2:27][CH2:26]1)=[O:24])[CH2:4][C:5]1[CH:10]=[CH:9][C:8]([C:11]2[CH:12]=[C:13]3[CH2:19][N:18]([CH3:20])[C:17](=[O:21])[C:14]3=[N:15][CH:16]=2)=[CH:7][CH:6]=1)#[N:2].[CH:39]([OH:41])=O.[C:42](#N)C>CO.O>[NH2:31][C:25]1([C:23]([NH:22][C@H:3]([C:1]#[N:2])[CH2:4][C:5]2[CH:10]=[CH:9][C:8]([C:11]3[CH:12]=[C:13]4[CH2:19][N:18]([CH3:20])[C:17](=[O:21])[C:14]4=[N:15][CH:16]=3)=[CH:7][CH:6]=2)=[O:24])[CH2:26][CH2:27][O:41][CH2:39][CH2:42]1. Procedure: To (S)-tert-butyl 4-(1-cyano-2-(4-(6-methyl-7-oxo-6,7-dihydro-5H-pyrrolo[3,4-b]pyridin-3-yl)phenyl)ethylcarbamoyl)tetrahydro-2H-pyran-4-ylcarbamate (Example 32, step (iv), 0.186 g) was added formic acid (9.6 mL) and the mixture heated to 50° C. for 15 min. The mixture was allowed to cool to room temperature and diluted with methanol, and then evaporated to dryness. The residue was suspended in methanol, filtered and the filtrate was evaporated. The residue from the filtrate was purified by rever...